From a dataset of the Open Reaction Database (ORD), a public repository of structured organic reaction records. describe an organic reaction: reactants, conditions, products, and yield Starting materials: NC1=CC=CC=C1 (Aniline), C(C1=CC=CC=C1)OC(=O)N1CC(CCCC1)C=O (3-Formyl-azepane-1-carboxylic Acid Benzyl Ester), [BH3-]C#N.[Na+] (NaBH3CN). Solvent: CC(=O)O (HOAc), CO (MeOH). Reaction conditions: time 20 minute. Yields the product C(C1=CC=CC=C1)OC(=O)N1CC(CCCC1)CNC1=CC=CC=C1 (3-Phenylaminomethyl-azepane-1-carboxylic Acid Benzyl Ester). As a reaction SMILES: [NH2:1][C:2]1[CH:7]=[CH:6][CH:5]=[CH:4][CH:3]=1.[CH2:8]([O:15][C:16]([N:18]1[CH2:24][CH2:23][CH2:22][CH2:21][CH:20]([CH:25]=O)[CH2:19]1)=[O:17])[C:9]1[CH:14]=[CH:13][CH:12]=[CH:11][CH:10]=1.[BH3-]C#N.[Na+]>CC(O)=O.CO>[CH2:8]([O:15][C:16]([N:18]1[CH2:24][CH2:23][CH2:22][CH2:21][CH:20]([CH2:25][NH:1][C:2]2[CH:7]=[CH:6][CH:5]=[CH:4][CH:3]=2)[CH2:19]1)=[O:17])[C:9]1[CH:10]=[CH:11][CH:12]=[CH:13][CH:14]=1 |f:2.3|. Procedure details: Aniline (0.126 mL, 1.38 mmol) was added to a solution of 3-formyl-azepane-1-carboxylic acid benzyl ester (147) (0.300 g, 1.15 mmol) in 5% HOAc in MeOH (11.5 mL). The reaction was stirred for approx. 20 minutes, then NaBH3CN (0.2164 g, 3.44 mmol) was slowly added and the reaction was stirred at room temperature overnight. The reaction was then concentrated in vacuo and EtOAc and a few drops of 10% NaOH were added. The organic was washed with saturated NaCl (aq), dried with Na2SO4, concentrated in... Starting materials: 2, C(C)(=O)C1NCCC=2C3=CC=CC=C3NC12 (acetyl-1,2,3,4-tetrahydro-β-carboline), C(C1=CC=CC=C1)Br (benzylbromide), [H-].[Na+] (NaH). The solvent is 4Q, CN(C=O)C (dimethylformamide). Run at time 1 hour. Product: C(C)(=O)C1NCCC=2C3=CC=CC=C3N(C12)CC1=CC=CC=C1 (acetyl-9 benzyl-1,2,3,4-tetrahydro-β-carboline). Reaction SMILES: [C:1]([CH:4]1[C:16]2[NH:15][C:14]3[C:9](=[CH:10][CH:11]=[CH:12][CH:13]=3)[C:8]=2[CH2:7][CH2:6][NH:5]1)(=[O:3])[CH3:2].[H-].[Na+].[CH2:19](Br)[C:20]1[CH:25]=[CH:24][CH:23]=[CH:22][CH:21]=1>CN(C)C=O>[C:1]([CH:4]1[C:16]2[N:15]([CH2:19][C:20]3[CH:25]=[CH:24][CH:23]=[CH:22][CH:21]=3)[C:14]3[C:9](=[CH:10][CH:11]=[CH:12][CH:13]=3)[C:8]=2[CH2:7][CH2:6][NH:5]1)(=[O:3])[CH3:2] |f:1.2|. Procedure details: 2 acetyl-9 benzyl-1,2,3,4-tetrahydro-β-carboline was prepared as follows: Under a nitrogen atmosphere, 8.0 mmol of 2 acetyl-1,2,3,4-tetrahydro-β-carboline (1.71 was dissolved in 4Q mL dry dimethylformamide (DMF). The solution was stirred over ice, and NaH (2 g) was added under N2. The suspension was stirred for 1 hour, and then benzylbromide (9.2 mmol, 1.56 was slowly to the cooled suspension. After a further 2 hours of stirring at ambient temperature, the mixture was filtered and the filtrate a... Reactants: CN(C)C=O, O=C(Cl)c1ccc(F)cc1, Nc1ncc(Sc2ccncc2)s1, c1ccncc1. Product: O=C(Nc1ncc(Sc2ccncc2)s1)c1ccc(F)cc1. As a reaction SMILES: [CH3:30][N:31]([CH3:32])[CH:33]=[O:34].[F:20][c:21]1[cH:22][cH:23][c:24]([C:25](=[O:26])[Cl:27])[cH:28][cH:29]1.[NH2:1][c:2]1[s:3][c:4]([S:7][c:8]2[cH:9][cH:10][n:11][cH:12][cH:13]2)[cH:5][n:6]1.[cH:14]1[cH:15][cH:16][n:17][cH:18][cH:19]1>>[NH:1]([c:2]1[s:3][c:4]([S:7][c:8]2[cH:9][cH:10][n:11][cH:12][cH:13]2)[cH:5][n:6]1)[C:25]([c:24]1[cH:23][cH:22][c:21]([F:20])[cH:29][cH:28]1)=[O:26]. Starting materials: BrC1=CC=C(N)C=C1 (4-bromoaniline), C1(=CC=CC2=CC=CC=C12)B(O)O (1-naphthylboronic acid), C1(=C(C=CC=C1)P(C1=C(C=CC=C1)C)C1=C(C=CC=C1)C)C (tri(ortho-tolyl)phosphine), C([O-])([O-])=O.[K+].[K+] (potassium carbonate). The reagents and catalysts are C(C)(=O)[O-].[Pd+2].C(C)(=O)[O-] (palladium(II) acetate). The solvent is O (water), C1(=CC=CC=C1)C (toluene), C(C)O (ethanol), C1(=CC=CC=C1)C (toluene). Conditions: temperature 60 celsius. The product is C1(=CC=CC2=CC=CC=C12)C1=CC=C(N)C=C1 (4-(1-naphthyl)aniline). Reaction SMILES: Br[C:2]1[CH:8]=[CH:7][C:5]([NH2:6])=[CH:4][CH:3]=1.[C:9]1(B(O)O)[C:18]2[C:13](=[CH:14][CH:15]=[CH:16][CH:17]=2)[CH:12]=[CH:11][CH:10]=1.C1(C)C=CC=CC=1P(C1C=CC=CC=1C)C1C=CC=CC=1C.C(=O)([O-])[O-].[K+].[K+]>C([O-])(=O)C.[Pd+2].C([O-])(=O)C.O.C1(C)C=CC=CC=1.C(O)C>[C:17]1([C:2]2[CH:8]=[CH:7][C:5]([NH2:6])=[CH:4][CH:3]=2)[C:18]2[C:13](=[CH:12][CH:11]=[CH:10][CH:9]=2)[CH:14]=[CH:15][CH:16]=1 |f:3.4.5,6.7.8|. Reported procedure: First, 5.0 g (29 mmol) of 4-bromoaniline, 5.0 g (29 mmol) of 1-naphthylboronic acid, and 0.45 g (1.5 mmol) of tri(ortho-tolyl)phosphine were put into a 500-mL three-neck flask, and the air in the flask was replaced with nitrogen. Then, 100 mL of toluene, 50 mL of ethanol, and 31 mL of a potassium carbonate aqueous solution (2 mol/L) were added to this mixture. The mixture in the flask was stirred and degassed while reducing pressure in the flask. Then, after the mixture was heated at 60° C., 66.... Reactants: NC1=CC=C(C(=O)OCC)C=C1 (ethyl 4-aminobenzoate), O1CCCC1 (tetrahydrofuran), S(C)(=O)(=O)OCCCC1=CC=C(C=C1)Cl (3-(p-chlorophenyl)propanol O-mesylate), CN(P(=O)(N(C)C)N(C)C)C (hexamethylphosphoramide). The solvent is O (water). The product is ClC1=CC=C(C=C1)CCCNC1=CC=C(C(=O)OCC)C=C1 (Ethyl 4-[3-(p-chlorophenyl)propylamino]benzoate). RXN SMILES: [NH2:1][C:2]1[CH:12]=[CH:11][C:5]([C:6]([O:8][CH2:9][CH3:10])=[O:7])=[CH:4][CH:3]=1.S(O[CH2:18][CH2:19][CH2:20][C:21]1[CH:26]=[CH:25][C:24]([Cl:27])=[CH:23][CH:22]=1)(=O)(=O)C.CN(C)P(N(C)C)(N(C)C)=O.O1CCCC1>O>[Cl:27][C:24]1[CH:25]=[CH:26][C:21]([CH2:20][CH2:19][CH2:18][NH:1][C:2]2[CH:3]=[CH:4][C:5]([C:6]([O:8][CH2:9][CH3:10])=[O:7])=[CH:11][CH:12]=2)=[CH:22][CH:23]=1. Procedure: A solution of 49.5 g. of ethyl 4-aminobenzoate, 34.9 g. of 3-(p-chlorophenyl)propanol O-mesylate in 100 ml. of hexamethylphosphoramide is heated at 125°-130° C. for 16 hours. The solution is diluted with 50 ml. of tetrahydrofuran and with 150 ml. of water. Chilling and filtering gives crystals which are washed with water and recrystallized from ethanol to give 28.3 g. of light yellow crystals. Recrystallizations give the product as crystals, m.p. 122°-124° C. Reactants: C(C)(C)(C)OC([C@@H](CCO)N(S(=O)(=O)C1=CC=C(C=C1)C1=CC=C(C=C1)Cl)C(=O)OC(C)(C)C)=O ((2R)-[t-butoxycarbonyl(4′-chlorobiphenyl-4-sulfonyl)amino]4-hydroxybutyric acid t-butyl ester), II (iodine), C1(=CC=CC=C1)P(C1=CC=CC=C1)C1=CC=CC=C1 (triphenylphosphine), N1C=NC=C1 (imidazole). Run in CO (methanol), ClCCl (dichloromethane). Conditions: time 2 hour. Product: C(C)(C)(C)OC([C@@H](CCI)N(S(=O)(=O)C1=CC=C(C=C1)C1=CC=C(C=C1)Cl)C(=O)OC(C)(C)C)=O ((2R)-[t-butyloxycarbonyl(4′-chlorobiphenyl-4-sulfonyl)amino]-4-iodobutyric acid t-butyl ester). The yield is 40.4%. As a reaction SMILES: [C:1]([O:5][C:6](=[O:35])[C@H:7]([N:11]([C:28]([O:30][C:31]([CH3:34])([CH3:33])[CH3:32])=[O:29])[S:12]([C:15]1[CH:20]=[CH:19][C:18]([C:21]2[CH:26]=[CH:25][C:24]([Cl:27])=[CH:23][CH:22]=2)=[CH:17][CH:16]=1)(=[O:14])=[O:13])[CH2:8][CH2:9]O)([CH3:4])([CH3:3])[CH3:2].[I:36]I.C1(P(C2C=CC=CC=2)C2C=CC=CC=2)C=CC=CC=1.N1C=CN=C1>ClCCl.CO>[C:1]([O:5][C:6](=[O:35])[C@H:7]([N:11]([C:28]([O:30][C:31]([CH3:34])([CH3:33])[CH3:32])=[O:29])[S:12]([C:15]1[CH:20]=[CH:19][C:18]([C:21]2[CH:26]=[CH:25][C:24]([Cl:27])=[CH:23][CH:22]=2)=[CH:17][CH:16]=1)(=[O:14])=[O:13])[CH2:8][CH2:9][I:36])([CH3:4])([CH3:3])[CH3:2]. Procedure: A solution of the title E compound, (2R)-[t-butoxycarbonyl(4′-chlorobiphenyl-4-sulfonyl)amino]4-hydroxybutyric acid t-butyl ester (2.0 g, 9.58 mmol) in 50 mL dichloromethane is sequentially treated with iodine (2.88 g, 14.37 mmol), triphenylphosphine (3.72 g, 14.37 mmol) and imidazole (0.97 g, 14.37 mmol) at RT. After 2 h, 20 mL of methanol are added and the reaction mixture is stirred at RT for 30 min further. The solvent is evaporated and the product is purified by chomatography on silica gel ...